This data is from the Open Reaction Database (ORD), a public repository of structured organic reaction records. The task is: describe an organic reaction: reactants, conditions, products, and yield Starting materials: CCCCCCCCc1cc2cc(OC)ccc2c(O)c1-c1ccccc1, O=Cc1ccc(F)cc1, [H-], [Na+], CN(C)C=O. Yields the product CCCCCCCCc1cc2cc(OC)ccc2c(Oc2ccc(C=O)cc2)c1-c1ccccc1. Reaction SMILES: [CH3:1][O:2][c:3]1[cH:4][c:5]2[cH:6][c:7]([CH2:20][CH2:21][CH2:22][CH2:23][CH2:24][CH2:25][CH2:26][CH3:27])[c:8](-[c:14]3[cH:15][cH:16][cH:17][cH:18][cH:19]3)[c:9]([OH:13])[c:10]2[cH:11][cH:12]1.[F:30][c:31]1[cH:32][cH:33][c:34]([CH:35]=[O:36])[cH:37][cH:38]1.[H-:29].[Na+:28].[O:39]=[CH:40][N:41]([CH3:42])[CH3:43]>>[CH3:1][O:2][c:3]1[cH:4][c:5]2[cH:6][c:7]([CH2:20][CH2:21][CH2:22][CH2:23][CH2:24][CH2:25][CH2:26][CH3:27])[c:8](-[c:14]3[cH:15][cH:16][cH:17][cH:18][cH:19]3)[c:9]([O:13][c:31]3[cH:32][cH:33][c:34]([CH:35]=[O:36])[cH:37][cH:38]3)[c:10]2[cH:11][cH:12]1. Starting materials: [Cl-], Cc1cc(=O)c(N)nn1-c1cccc(C(F)(F)F)c1, CN(C)C=O. Product: Cc1cc(=O)c(Cl)nn1-c1cccc(C(F)(F)F)c1. RXN SMILES: [Cl-:1].[F:2][C:3]([c:4]1[cH:5][c:6](-[n:10]2[n:11][c:12]([NH2:18])[c:13](=[O:17])[cH:14][c:15]2[CH3:16])[cH:7][cH:8][cH:9]1)([F:19])[F:20].[O:21]=[CH:22][N:23]([CH3:24])[CH3:25]>>[Cl:1][c:12]1[n:11][n:10](-[c:6]2[cH:5][c:4]([C:3]([F:2])([F:19])[F:20])[cH:9][cH:8][cH:7]2)[c:15]([CH3:16])[cH:14][c:13]1=[O:17]. The reactants are CCOCC (Ether), Cl.C1(C=2C(C(N1C(C)C1=CC=C(C=C1)CCC1=CC=C(C(OC)=N)C=C1)=O)=CC=CC2)=O (methyl 4-{2-[4-(1-phthalimidoethyl)phenyl]ethyl}benzimidate hydrochloride), solution, N (ammonia). Solvent: CO (methanol), CO (methanol). Reaction conditions: time 15 hour. Yields the product Cl.C1(C=2C(C(N1C(C)C1=CC=C(C=C1)CCC1=CC=C(C(=N)N)C=C1)=O)=CC=CC2)=O (4-{2-[4-(1-phthalimidoethyl)phenyl]ethyl}benzamidine hydrochloride). Reaction SMILES: [ClH:1].[C:2]1(=[O:32])[N:6]([CH:7]([C:9]2[CH:14]=[CH:13][C:12]([CH2:15][CH2:16][C:17]3[CH:26]=[CH:25][C:20]([C:21](=[NH:24])OC)=[CH:19][CH:18]=3)=[CH:11][CH:10]=2)[CH3:8])[C:5](=[O:27])[C:4]2=[CH:28][CH:29]=[CH:30][CH:31]=[C:3]12.[NH3:33].CCOCC>CO>[ClH:1].[C:5]1(=[O:27])[N:6]([CH:7]([C:9]2[CH:14]=[CH:13][C:12]([CH2:15][CH2:16][C:17]3[CH:26]=[CH:25][C:20]([C:21]([NH2:33])=[NH:24])=[CH:19][CH:18]=3)=[CH:11][CH:10]=2)[CH3:8])[C:2](=[O:32])[C:3]2=[CH:31][CH:30]=[CH:29][CH:28]=[C:4]12 |f:0.1,5.6|. Reported procedure: To a solution of 1.8 g of methyl 4-{2-[4-(1-phthalimidoethyl)phenyl]ethyl}benzimidate hydrochloride in 30 ml of anhydrous methanol, was added 2.3 ml of a solution of anhydrous ammonia in anhydrous methanol (0.036 g/ml). The mixture was stirred at room temperature for 15 hours. The reaction mixture was stripped of the solvent under reduced pressure. Ether was added to the residue and the precipitated crystals were collected by filtration to yield 1.6 g of 4-{2-[4-(1-phthalimidoethyl)phenyl]ethyl}...